Dataset: the Open Reaction Database (ORD), a public repository of structured organic reaction records. Task: describe an organic reaction: reactants, conditions, products, and yield Reactants: [Cl-].COC[P+](C1=CC=CC=C1)(C1=CC=CC=C1)C1=CC=CC=C1 ((methoxymethyl)triphenylphosphonium chloride), [Li]CCCC (n-BuLi), [NH4+].[Cl-] (NH4Cl), C1(=CC=CC=C1)C(OCC1=CC=CC(=N1)C=O)(C1=CC=CC=C1)C1=CC=CC=C1 (6-(triphenylmethoxy)methylpyridine-2-carboxaldehyde). The solvent is C1CCOC1 (THF), O (water), C1CCOC1 (THF). Conditions: time 1 hour. Product: COC=CC1=NC(=CC=C1)COC(C1=CC=CC=C1)(C1=CC=CC=C1)C1=CC=CC=C1 (2-(2-methoxyethenyl)-6-(triphenylmethoxy)methylpyridine). The yield is 95.5%. As a reaction SMILES: [Cl-].[CH3:2][O:3]C[P+](C1C=CC=CC=1)(C1C=CC=CC=1)C1C=CC=CC=1.[Li][CH2:25][CH2:26][CH2:27][CH3:28].[C:29]1([C:35]([C:52]2[CH:57]=[CH:56][CH:55]=[CH:54][CH:53]=2)([C:46]2[CH:51]=[CH:50][CH:49]=[CH:48][CH:47]=2)[O:36][CH2:37][C:38]2[N:43]=C(C=O)C=[CH:40][CH:39]=2)[CH:34]=[CH:33][CH:32]=[CH:31][CH:30]=1.[NH4+].[Cl-]>C1COCC1.O>[CH3:2][O:3][CH:25]=[CH:26][C:27]1[CH:28]=[CH:40][CH:39]=[C:38]([CH2:37][O:36][C:35]([C:52]2[CH:57]=[CH:56][CH:55]=[CH:54][CH:53]=2)([C:29]2[CH:30]=[CH:31][CH:32]=[CH:33][CH:34]=2)[C:46]2[CH:51]=[CH:50][CH:49]=[CH:48][CH:47]=2)[N:43]=1 |f:0.1,4.5|. Procedure: A stirred solution of (methoxymethyl)triphenylphosphonium chloride (2.79 g, 8.13 mmol) in THF (50 mL) at 0° C. was treated dropwise with n-BuLi (1.6-M in hexanes, 5.08 mL, 8.13 mmol), stirred for 1 h, treated with a solution of 6-(triphenylmethoxy)methylpyridine-2-carboxaldehyde (1.54 g, 4.06 mmol) in THF (15 mL) and allowed to warm to room temperature overnight. The reaction was treated with saturated NH4Cl solution (5 mL), diluted with water (50 mL), extracted with EtOAc (2×50 mL) and the comb...